Dataset: the Open Reaction Database (ORD), a public repository of structured organic reaction records. Task: describe an organic reaction: reactants, conditions, products, and yield Reactants: FC1=C(CN2N=C3C(=CC=CC3=C2C=2C=C(C=CC2)C#CC=2C=C(C(=O)O)C=CC2)C(F)(F)F)C(=CC(=C1)F)F (3-({3-[2-(2,4,6-trifluorobenzyl)-7-(trifluoromethyl)-2H-indazol-3-yl]phenyl}ethynyl)benzoic acid), Cl.CN (methyl amine-HCl), C(=O)(C=1NC=CN1)C=1NC=CN1 (carbonyl diimidazole). Run in CN(C)C=O (DMF). The product is CNC(C1=CC(=CC=C1)C#CC1=CC(=CC=C1)C=1N(N=C2C(=CC=CC12)C(F)(F)F)CC1=C(C=C(C=C1F)F)F)=O (N-METHYL-3-({3-[2-(2,4,6-TRIFLUOROBENZYL)-7-(TRIFLUOROMETHYL)-2H-INDAZOL-3-YL]PHENYL}ETHYNYL)BENZAMIDE). Isolated yield 39.7%. Reaction SMILES: [F:1][C:2]1[CH:38]=[C:37]([F:39])[CH:36]=[C:35]([F:40])[C:3]=1[CH2:4][N:5]1[C:13]([C:14]2[CH:15]=[C:16]([C:20]#[C:21][C:22]3[CH:23]=[C:24]([CH:28]=[CH:29][CH:30]=3)[C:25]([OH:27])=O)[CH:17]=[CH:18][CH:19]=2)=[C:12]2[C:7]([C:8]([C:31]([F:34])([F:33])[F:32])=[CH:9][CH:10]=[CH:11]2)=[N:6]1.Cl.CN.C(C1NC=CN=1)([C:46]1[NH:47]C=CN=1)=O>CN(C=O)C>[CH3:46][NH:47][C:25](=[O:27])[C:24]1[CH:28]=[CH:29][CH:30]=[C:22]([C:21]#[C:20][C:16]2[CH:17]=[CH:18][CH:19]=[C:14]([C:13]3[N:5]([CH2:4][C:3]4[C:2]([F:1])=[CH:38][C:37]([F:39])=[CH:36][C:35]=4[F:40])[N:6]=[C:7]4[C:12]=3[CH:11]=[CH:10][CH:9]=[C:8]4[C:31]([F:32])([F:33])[F:34])[CH:15]=2)[CH:23]=1 |f:1.2|. Procedure: A solution of 3-({3-[2-(2,4,6-trifluorobenzyl)-7-(trifluoromethyl)-2H-indazol-3-yl]phenyl}ethynyl)benzoic acid (0.042 g, 0.076 mmol), methyl amine-HCl (0.006 g, 0.076 mmol) and carbonyl diimidazole (0.013 g, 0.076 mmol) in 2 mL DMF was stirred at ambient temperature overnight. The reaction mixture was partitioned with ethyl acetate and H2O. The organic phase was concentrated in vacuo and purified by flash chromatography (silica 60, CH2Cl2—CH3OH, 25:1) to give 0.017 g of the product.